This data is from the Open Reaction Database (ORD), a public repository of structured organic reaction records. The task is: describe an organic reaction: reactants, conditions, products, and yield The reactants are CN1CCN(CC1)CC1=CC=C(N)C=C1 (4-[(4-methylpiperazin-1-yl)methyl]aniline), N(=O)[O-].[Na+] (NaNO2), O.O.Cl[Sn]Cl (SnCl2.2H2O). Run in C(C)(=O)O (acetic acid), O (water), Cl (HCl), Cl (HCl). Conditions: time 10 minute. Yields the product N(N)C1=CC=C(CN2CCN(CC2)C)C=C1 (1-(4-hydrazinobenzyl)-4-methylpiperazine). The yield is 99.1%. RXN SMILES: [CH3:1][N:2]1[CH2:7][CH2:6][N:5]([CH2:8][C:9]2[CH:15]=[CH:14][C:12]([NH2:13])=[CH:11][CH:10]=2)[CH2:4][CH2:3]1.[N:16]([O-])=O.[Na+].O.O.Cl[Sn]Cl>C(O)(=O)C.O.Cl>[NH:13]([C:12]1[CH:14]=[CH:15][C:9]([CH2:8][N:5]2[CH2:6][CH2:7][N:2]([CH3:1])[CH2:3][CH2:4]2)=[CH:10][CH:11]=1)[NH2:16] |f:1.2,3.4.5|. Reported procedure: To a stirred solution of 4-[(4-methylpiperazin-1-yl)methyl]aniline (3.2 g, 15.57 mmol) in acetic acid: concentrated HCl (32:32 mL) at 10° C. was added NaNO2 (1.30 g, 18.78 mmol) in water (16 mL) and stirred for 10 min. Freshly prepared SnCl2.2H2O (11.75 g, 51.97 mmol) in concentrated HCl (32 mL) was added at 10° C. The temperature of the reaction mixture was allowed to rise to room temperature and maintained there for 4 hr. After filtering the reaction mixture, the precipitate was washed with wa... The reactants are CC(=O)O, CO, O=C(OCc1ccccc1)N1CCC2(CC1)Oc1ncccc1-n1cccc12. Yields the product c1cnc2c(c1)-n1cccc1C1(CCNCC1)O2. As a reaction SMILES: [C:29]([OH:30])(=[O:31])[CH3:32].[CH3:33][OH:34].[cH:1]1[cH:2][cH:3][n:4][c:5]2[c:25]1-[n:24]1[c:23]([cH:28][cH:27][cH:26]1)[C:7]1([O:6]2)[CH2:8][CH2:9][N:10]([C:13]([O:14][CH2:15][c:16]2[cH:17][cH:18][cH:19][cH:20][cH:21]2)=[O:22])[CH2:11][CH2:12]1>>[cH:1]1[cH:2][cH:3][n:4][c:5]2[c:25]1-[n:24]1[c:23]([cH:28][cH:27][cH:26]1)[C:7]1([O:6]2)[CH2:8][CH2:9][NH:10][CH2:11][CH2:12]1. Reported procedure: In a 50 mL round bottom flask was charged methyl 4-((E)-2-(1,2,3,4-tetrahydro-1,1,4,4-tetramethylnaphthalen-6-yl)vinyl)benzoate 10 (0.30 g, 0.86 mmol) in 20 mL and water (2 mL) and KOH was added (193 mg, 3.44 mmol). The suspension was heated for 6 h at 70° C. Methanol was removed in vacuo, water (20 mL) was added and the solution washed with diethyl ether (2×30 mL). The aqueous solution was carefully acidified to pH=1 using a solution of HCl 1N and extracted with diethyl ether (3×100 ml). The or... Conditions: temperature 70 celsius. The reactants are CC1(CCC(C2=CC(=CC=C12)/C=C/C1=CC=C(C(=O)OC)C=C1)(C)C)C (Methyl 4-((E)-2-(1,2,3,4-tetrahydro-1,1,4,4-tetramethylnaphthalen-6-yl)vinyl)benzoate), [OH-].[K+] (KOH). Reaction SMILES: [CH3:1][C:2]1([CH3:26])[C:11]2[C:6](=[CH:7][C:8](/[CH:12]=[CH:13]/[C:14]3[CH:23]=[CH:22][C:17]([C:18]([O:20]C)=[O:19])=[CH:16][CH:15]=3)=[CH:9][CH:10]=2)[C:5]([CH3:25])([CH3:24])[CH2:4][CH2:3]1.[OH-].[K+]>O>[CH3:1][C:2]1([CH3:26])[C:11]2[C:6](=[CH:7][C:8](/[CH:12]=[CH:13]/[C:14]3[CH:15]=[CH:16][C:17]([C:18]([OH:20])=[O:19])=[CH:22][CH:23]=3)=[CH:9][CH:10]=2)[C:5]([CH3:25])([CH3:24])[CH2:4][CH2:3]1 |f:1.2|. Product: CC1(CCC(C2=CC(=CC=C12)/C=C/C1=CC=C(C(=O)O)C=C1)(C)C)C (4-((E)-2-(1,2,3,4-Tetrahydro-1,1,4,4-tetramethylnaphthalen-6-yl)vinyl)benzoic acid). The solvent is O (water). The yield is 90.4%. The reactants are C=O (formalin), N1CCOCC1 (morpholine), C(C)(C)OC(=O)NCCSC1=CC=CC=2N1C=CN2 (5-[2-(isopropyloxycarbonylamino)ethylthio]imidazo[1,2-a]pyridine). The solvent is C(C)(=O)O (acetic acid). Run at time 45 minute. Yields the product C(C)(C)OC(=O)NCCSC1=CC=CC=2N1C(=CN2)CN2CCOCC2 (5-[2-(isopropyloxycarbonylamino)ethylthio]-3-morpholinomethylimidazo[1,2-a]pyridine). Isolated yield 50.1%. As a reaction SMILES: [CH2:1]=O.[NH:3]1[CH2:8][CH2:7][O:6][CH2:5][CH2:4]1.[CH:9]([O:12][C:13]([NH:15][CH2:16][CH2:17][S:18][C:19]1[N:24]2[CH:25]=[CH:26][N:27]=[C:23]2[CH:22]=[CH:21][CH:20]=1)=[O:14])([CH3:11])[CH3:10]>C(O)(=O)C>[CH:9]([O:12][C:13]([NH:15][CH2:16][CH2:17][S:18][C:19]1[N:24]2[C:25]([CH2:1][N:3]3[CH2:8][CH2:7][O:6][CH2:5][CH2:4]3)=[CH:26][N:27]=[C:23]2[CH:22]=[CH:21][CH:20]=1)=[O:14])([CH3:11])[CH3:10]. Procedure: To a solution of an aqueous 37% formalin solution (210 mg, 2.59 mmoles) in acetic acid (2 ml) was added morpholine (226 μl, 2.59 mmoles) under ice-cooling and the mixture was stirred at room temperature for 45 minutes. 5-[2-(isopropyloxycarbonylamino)ethylthio]imidazo[1,2-a]pyridine (651 mg, 2.33 mmoles) was added, followed by stirring at 60° C. for 2 hours. After the solvent was distilled off, the residue was diluted with chloroform, washed in turn with aqueous 1N NaOH and saturated saline, and...